From a dataset of the Open Reaction Database (ORD), a public repository of structured organic reaction records. describe an organic reaction: reactants, conditions, products, and yield The reactants are C(CO)(=O)C(CCCCCCC(=O)OCC)CCCC(CCCCC)O (ethyl 8-glycoloyl-12-hydroxyheptadecanoate), [OH-].[K+] (potassium hydroxide), Cl (hydrochloric acid). The solvent is O (water), CO (methanol). The product is C(CO)(=O)C(CCCCCCC(=O)O)CCCC(CCCCC)O (8-Glycoloyl-12-hydroxyheptadecanoic Acid). Reaction SMILES: [C:1]([CH:5]([CH2:17][CH2:18][CH2:19][CH:20]([OH:26])[CH2:21][CH2:22][CH2:23][CH2:24][CH3:25])[CH2:6][CH2:7][CH2:8][CH2:9][CH2:10][CH2:11][C:12]([O:14]CC)=[O:13])(=[O:4])[CH2:2][OH:3].[OH-].[K+].Cl>CO.O>[C:1]([CH:5]([CH2:17][CH2:18][CH2:19][CH:20]([OH:26])[CH2:21][CH2:22][CH2:23][CH2:24][CH3:25])[CH2:6][CH2:7][CH2:8][CH2:9][CH2:10][CH2:11][C:12]([OH:14])=[O:13])(=[O:4])[CH2:2][OH:3] |f:1.2|. Procedure: A clear, yellow solution of ethyl 8-glycoloyl-12-hydroxyheptadecanoate (7.9 g., 0.02 mole) and potassium hydroxide (2.24 g., 0.04 mole) in 90% aqueous methanol (50 ml.) is stirred at 25° under nitrogen for 20 hours. The reaction solution is evaporated in vacuo at 40° leaving a residual red oil which is dissolved in water (200 ml.). The resulting solution is acidified with concentrated hydrochloric acid (10 ml.) and extracted with ether (2 × 200 ml.). The organic extract is washed with saturated ... Starting materials: C1CCOC1, COC(=O)c1ccc(-c2ccc(C(C)C(O)(c3ccnc(C)c3)C(F)(F)F)c(Cl)c2)nc1, CO, [Li+], [OH-]. Yields the product Cc1cc(C(O)(C(C)c2ccc(-c3ccc(C(=O)O)cn3)cc2Cl)C(F)(F)F)ccn1. As a reaction SMILES: [CH2:37]1[O:38][CH2:39][CH2:40][CH2:41]1.[CH3:1][O:2][C:3]([c:4]1[cH:5][n:6][c:7](-[c:10]2[cH:11][c:12]([Cl:31])[c:13]([CH:16]([C:17]([C:18]([F:19])([F:20])[F:21])([c:22]3[cH:23][c:24]([CH3:28])[n:25][cH:26][cH:27]3)[OH:29])[CH3:30])[cH:14][cH:15]2)[cH:8][cH:9]1)=[O:32].[CH3:35][OH:36].[Li+:34].[OH-:33]>>[O:2]=[C:3]([c:4]1[cH:5][n:6][c:7](-[c:10]2[cH:11][c:12]([Cl:31])[c:13]([CH:16]([C:17]([C:18]([F:19])([F:20])[F:21])([c:22]3[cH:23][c:24]([CH3:28])[n:25][cH:26][cH:27]3)[OH:29])[CH3:30])[cH:14][cH:15]2)[cH:8][cH:9]1)[OH:32].